This data is from the Open Reaction Database (ORD), a public repository of structured organic reaction records. The task is: describe an organic reaction: reactants, conditions, products, and yield Starting materials: [C-]#N.[K+] (potassium cyanide), ClCC1C(N(C(C1)=O)C1=CC=C(C=C1)F)=O (3-Chloromethyl-1-(4-fluorophenyl)-pyrrolidine-2,5-dione), C(Cl)Cl (methylene chloride). Reagents/catalysts: [Cl-].C(CCCCCCCCCCCCCCC)[N+](C)(C)C (hexadecyltrimethylammonium chloride). The solvent is O (water), O (water). Conditions: temperature 20 celsius, time 12 hour. The product is C(#N)CC1C(N(C(C1)=O)C1=CC=C(C=C1)F)=O (3-Cyanomethyl-1-(4-fluorophenyl)-pyrrolidine-2,5-dione). The yield is 44.1%. Reaction SMILES: Cl[CH2:2][CH:3]1[CH2:7][C:6](=[O:8])[N:5]([C:9]2[CH:14]=[CH:13][C:12]([F:15])=[CH:11][CH:10]=2)[C:4]1=[O:16].C(Cl)Cl.[C-:20]#[N:21].[K+]>[Cl-].C([N+](C)(C)C)CCCCCCCCCCCCCCC.O>[C:20]([CH2:2][CH:3]1[CH2:7][C:6](=[O:8])[N:5]([C:9]2[CH:14]=[CH:13][C:12]([F:15])=[CH:11][CH:10]=2)[C:4]1=[O:16])#[N:21] |f:2.3,4.5|. Reported procedure: A mixture was prepared of 48.3 g (0.2 moles) 3-chloromethyl-1-(4-fluorophenyl)-pyrrolidine-2,5-dione (according to Example 1), 300 ml methylene chloride and 7 g hexadecyltrimethylammonium chloride, dissolved in 80 ml water. To this mixture, a solution of 28.6 g (0.43 moles) potassium cyanide in 90 ml water was added dropwise at 0° C., and then stirred for 4 hours at 0° C. and another 12 hours at 20° C. The resulting phases were then separated with the organic phase being washed with water and dr... Reactants: COC(=C)C=C (2-Methoxybutadiene), C1(C=CCC1)=O (2-cyclopentenone). The reagents and catalysts are C1(O)=CC=C(O)C=C1 (hydroquinone). Yields the product COC=1CC2CCC(C2CC1)=O (3-methoxybicyclo[4,3,0]non-3-en-7-one). Isolated yield 21.7%. Reaction SMILES: [CH3:1][O:2][C:3]([CH:5]=[CH2:6])=[CH2:4].[C:7]1(=[O:12])[CH2:11][CH2:10][CH:9]=[CH:8]1>C1(C=CC(O)=CC=1)O>[CH3:1][O:2][C:3]1[CH2:4][CH:10]2[CH:11]([CH2:6][CH:5]=1)[C:7](=[O:12])[CH2:8][CH2:9]2. Reported procedure: 2-Methoxybutadiene (69.9 g), 2-cyclopentenone (68.22 g) and hydroquinone (0.2 g) were heated together at 190° C. for 2 hours. The product was then distilled in vacuo, to give 3-methoxybicyclo[4,3,0]non-3-en-7-one (30 g), b.p. 74°-92° C./1.5 mmHg.